Dataset: the Open Reaction Database (ORD), a public repository of structured organic reaction records. Task: describe an organic reaction: reactants, conditions, products, and yield The reactants are C(C)(C)(C)OP(=O)(OC(C)(C)C)OCCN(C(OCC1=CC=CC=C1)=O)CC (Benzyl 2-(di-tert-butoxyphosphoryloxy)ethyl(ethyl)carbamate), C(C)(C)(C)OP(=O)(OC(C)(C)C)OCCN(C(OCC1=CC=CC=C1)=O)CC (Benzyl 2-(di-tert-butoxyphosphoryloxy)ethyl(ethyl)carbamate). Reagents/catalysts: [Pd] (Pd on charcoal). The solvent is CO (methanol). Conditions: time 8 hour. Product: P(=O)(OC(C)(C)C)(OC(C)(C)C)OCCNCC (Di-tert-butyl 2-(ethylamino)ethyl phosphate). The yield is 93.4%. RXN SMILES: [C:1]([O:5][P:6]([O:13][CH2:14][CH2:15][N:16]([CH2:27][CH3:28])C(=O)OCC1C=CC=CC=1)([O:8][C:9]([CH3:12])([CH3:11])[CH3:10])=[O:7])([CH3:4])([CH3:3])[CH3:2]>CO.[Pd]>[P:6]([O:13][CH2:14][CH2:15][NH:16][CH2:27][CH3:28])([O:5][C:1]([CH3:2])([CH3:3])[CH3:4])([O:8][C:9]([CH3:10])([CH3:11])[CH3:12])=[O:7]. Procedure: Benzyl 2-(di-tert-butoxyphosphoryloxy)ethyl(ethyl)carbamate (INTERMEDIATE 48, 0.9 g, 2.17 mmol) was dissolved in methanol (5 ml), and 5% Pd on charcoal (0.10 g) was added. The reaction mixture was stirred at r.t under a hydrogen atmosphere overnight. The reaction mixture was filtered and concentrated in vacuo to give the title compound (0.57 g, yield: 94%). Reactants: ClC1=C(C(=CC=C1)Cl)NC1=NC2=C(N1)C(=C(C(=C2)C(=O)OC)O)[N+](=O)[O-] (methyl 2-[(2,6-dichlorophenyl)amino]-6-hydroxy-7-nitro-1H-benzimidazole-5-carboxylate), [In] (indium), C(C)(=O)O (acetic acid), C(C)(OC)(OC)OC (trimethyl orthoacetate). The solvent is C(Cl)Cl (DCM), CO (MeOH), C1=CC=CC=C1 (benzene). Product: ClC1=C(C(=CC=C1)Cl)NC1=NC=2C=C(C3=C(N=C(O3)C)C2N1)C(=O)OC (methyl 7-[(2,6-dichlorophenyl)amino]-2-methyl-8H-imidazo[4,5-e][1,3]benzoxazole-4-carboxylate). Isolated yield 51.8%. Reaction SMILES: [Cl:1][C:2]1[CH:7]=[CH:6][CH:5]=[C:4]([Cl:8])[C:3]=1[NH:9][C:10]1[NH:14][C:13]2[C:15]([N+:24]([O-])=O)=[C:16]([OH:23])[C:17]([C:19]([O:21][CH3:22])=[O:20])=[CH:18][C:12]=2[N:11]=1.[In].[C:28](O)(=O)[CH3:29].C(OC)(OC)(OC)C>C1C=CC=CC=1.C(Cl)Cl.CO>[Cl:1][C:2]1[CH:7]=[CH:6][CH:5]=[C:4]([Cl:8])[C:3]=1[NH:9][C:10]1[NH:14][C:13]2[C:15]3[N:24]=[C:28]([CH3:29])[O:23][C:16]=3[C:17]([C:19]([O:21][CH3:22])=[O:20])=[CH:18][C:12]=2[N:11]=1. Reported procedure: To a solution of methyl 2-[(2,6-dichlorophenyl)amino]-6-hydroxy-7-nitro-1H-benzimidazole-5-carboxylate (0.150 g, 0.370 mmol) in benzene (5 mL), indium (0.172 g, 1.51 mmol), acetic acid (0.468 g, 7.54 mmol) and trimethyl orthoacetate (0.480 g, 2.96 mmol) were added under N2 atmosphere. The reaction mass was refluxed for 3-4 h. A mixture of MeOH:DCM (15%) was added to the reaction mixture. The reaction mass was filtered. The organic layer was concentrated. The obtained product was further purified...